Dataset: the Open Reaction Database (ORD), a public repository of structured organic reaction records. Task: describe an organic reaction: reactants, conditions, products, and yield The reactants are 7.7, C1(=CC=CC=C1)CN1CCN(CC1)C1=CC=C(C=C1)NC(C)=O (N-[4-[4-(phenylmethyl)-1-piperazinyl]phenyl]acetamide). Reagents/catalysts: [Pd] (palladium on carbon). Solvent: CO (methanol). Product: N1(CCNCC1)C1=CC=C(C=C1)NC(C)=O (N-[4-(Piperazinyl)phenyl]acetamide). Isolated yield 56.0%. As a reaction SMILES: C1(C[N:8]2[CH2:13][CH2:12][N:11]([C:14]3[CH:19]=[CH:18][C:17]([NH:20][C:21](=[O:23])[CH3:22])=[CH:16][CH:15]=3)[CH2:10][CH2:9]2)C=CC=CC=1>CO.[Pd]>[N:11]1([C:14]2[CH:15]=[CH:16][C:17]([NH:20][C:21](=[O:23])[CH3:22])=[CH:18][CH:19]=2)[CH2:10][CH2:9][NH:8][CH2:13][CH2:12]1. Reported procedure: This compound was prepared by the hydrogenation of 7.7 (0.025 mole) of N-[4-[4-(phenylmethyl)-1-piperazinyl]phenyl]acetamide in 100 ml of methanol using palladium on carbon as the catalyst. The solution was filtered and the filtrate concentrated under reduced pressure to give an oil which crystallized. The solid was dissolved in a minimum amount of a methylene chloride/10% methanol solution and passed through a 100 g Florisil® column. The desired fractions were concentrated to an oil under reduc... The reactants are C1(=CC=CC2=CC=CC=C12)C(P(OCC)(=S)OCC)P(OCC)(=O)OCC (tetraethyl 1-naphthylthiomethanediphosphonate), C[Si](C)(C)Br (trimethylsilyl bromide). Product: C1(=CC=CC2=CC=CC=C12)C(P(O)(=S)O)P(O)(=O)O (1-Naphthylthiomethanediphosphonic Acid). The yield is 82.1%. As a reaction SMILES: [C:1]1([CH:11]([P:20]([O:25]CC)(=[O:24])[O:21]CC)[P:12]([O:17]CC)(=[S:16])[O:13]CC)[C:10]2[C:5](=[CH:6][CH:7]=[CH:8][CH:9]=2)[CH:4]=[CH:3][CH:2]=1.C[Si](Br)(C)C>>[C:1]1([CH:11]([P:20]([OH:24])(=[O:21])[OH:25])[P:12]([OH:13])(=[S:16])[OH:17])[C:10]2[C:5](=[CH:6][CH:7]=[CH:8][CH:9]=2)[CH:4]=[CH:3][CH:2]=1. Reported procedure: Following the same method as described in Example 2, 6.70 g (15 mmol) of tetraethyl 1-naphthylthiomethanediphosphonate was treated with trimethylsilyl bromide, and then hydrolyzed to obtain 3.92 g of the title compound as white crystals. The yield was 78%. The solvent is O1CCCC1 (tetrahydrofuran), O1CCCC1 (tetrahydrofuran). The product is OC1=C(C=CC(=C1)OCOC)C(C(CO)(C)C1=CC=C(C=C1)OCOC)CC=C ((2RS,3RS)-3-(2-hydroxy-4-methoxymethoxyphenyl)-2-(4-methoxymethoxyphenyl)-2-methyl-5-hexen-1-ol). Procedure details: A solution of (3RS,4RS)-7-methoxymethoxy-3-(4-methoxymethoxyphenyl)-3-methyl-4-(2-propenyl)chroman-2-one (6.91 g) in anhydrous tetrahydrofuran (26 ml) was added dropwise to an ice-cold suspension of lithium aluminum hydride (1.65 g) in anhydrous tetrahydrofuran (50 ml) over 20 minutes under nitrogen atmosphere, and the reaction mixture was then stirred on ice for 50 minutes. Ethyl acetate (20 ml) and saturated aqueous ammonium chloride (20 ml) were added to stop the reaction, followed by stirrin... Reaction SMILES: [CH3:1][O:2][CH2:3][O:4][C:5]1[CH:14]=[C:13]2[C:8]([CH:9]([CH2:27][CH:28]=[CH2:29])[C:10]([C:17]3[CH:22]=[CH:21][C:20]([O:23][CH2:24][O:25][CH3:26])=[CH:19][CH:18]=3)([CH3:16])[C:11](=[O:15])[O:12]2)=[CH:7][CH:6]=1.[H-].[Al+3].[Li+].[H-].[H-].[H-].C(OCC)(=O)C.[Cl-].[NH4+]>O1CCCC1>[OH:12][C:13]1[CH:14]=[C:5]([O:4][CH2:3][O:2][CH3:1])[CH:6]=[CH:7][C:8]=1[CH:9]([CH2:27][CH:28]=[CH2:29])[C:10]([C:17]1[CH:18]=[CH:19][C:20]([O:23][CH2:24][O:25][CH3:26])=[CH:21][CH:22]=1)([CH3:16])[CH2:11][OH:15] |f:1.2.3.4.5.6,8.9|. Starting materials: C(C)(=O)OCC (Ethyl acetate), [Cl-].[NH4+] (ammonium chloride), COCOC1=CC=C2C(C(C(OC2=C1)=O)(C)C1=CC=C(C=C1)OCOC)CC=C ((3RS,4RS)-7-methoxymethoxy-3-(4-methoxymethoxyphenyl)-3-methyl-4-(2-propenyl)chroman-2-one), ice, [H-].[Al+3].[Li+].[H-].[H-].[H-] (lithium aluminum hydride), crude product. Conditions: time 50 minute. Yield: 99.4%. The reactants are C(C1=CC=CC=C1)N1CCC2(CC1)OC1=CC=C(C=C1C(C2)O)Br (1′-Benzyl-6-bromo-4-hydroxy-spiro[chromane-2,4′-piperidine]), C(C1=CC=CC=C1)N1CCC2(CC1)OC1=CC=C(C=C1C(C2)O)Br (1′-Benzyl-6-bromo-4-hydroxy-spiro[chromane-2,4′-piperidine]), C(C=C)(=O)OC (methyl acrylate), COC(\C=C\C=1C=C2C(CC3(CCN(CC3)C(=O)OC(C)(C)C)OC2=CC1)=O)=O ((E)-3-{1′-tert-butoxycarbonyl-4-oxo-spiro[chromane-2,4′-piperidine]-6-yl}-acrylic acid methyl ester). Yields the product COC(\C=C\C=1C=C2C(CC3(CCN(CC3)CC3=CC=CC=C3)OC2=CC1)O)=O ((E)-3-{1′-benzyl-4-hydroxy-spiro[chromane-2,4′-piperidine]-6-yl}-acrylic acid methyl ester). As a reaction SMILES: [CH2:1]([N:8]1[CH2:13][CH2:12][C:11]2([CH2:22][CH:21]([OH:23])[C:20]3[C:15](=[CH:16][CH:17]=[C:18](Br)[CH:19]=3)[O:14]2)[CH2:10][CH2:9]1)[C:2]1[CH:7]=[CH:6][CH:5]=[CH:4][CH:3]=1.[C:25]([O:29][CH3:30])(=[O:28])[CH:26]=[CH2:27].COC(=O)/C=C/C1C=C2C(=CC=1)OC1(CCN(C(OC(C)(C)C)=O)CC1)CC2=O>>[CH3:30][O:29][C:25](=[O:28])/[CH:26]=[CH:27]/[C:18]1[CH:19]=[C:20]2[C:15](=[CH:16][CH:17]=1)[O:14][C:11]1([CH2:12][CH2:13][N:8]([CH2:1][C:2]3[CH:7]=[CH:6][CH:5]=[CH:4][CH:3]=3)[CH2:9][CH2:10]1)[CH2:22][CH:21]2[OH:23]. Procedure: 1′-Benzyl-6-bromo-4-hydroxy-spiro[chromane-2,4′-piperidine] (3.0 g, 7.7 mmol, Intermediate 3) was treated with methyl acrylate according to the procedure for preparation of Intermediate 1, Step B, giving (E)-3-{1′-benzyl-4-hydroxy-spiro[chromane-2,4′-piperidine]-6-yl}-acrylic acid methyl ester (3.1 g). The crude intermediate was dissolved in THF (20 ml) under N2 and p-TsOH (0.15 g, 0.79 mmol) was added. The mixture was heated to reflux. After 16 h, the mixture was poured into water and a 10% NaO... Reactants: BrC1=NC=C(C=C1)Br (2,5-dibromopyridine), OC1CCNCC1 (4-hydroxypiperidine), C(=O)([O-])[O-].[K+].[K+] (K2CO3). Solvent: C(C)O (ethanol). Run at temperature 110 celsius. Product: BrC=1C=CC(=NC1)N1CCC(CC1)O (1-(5-bromopyridin-2-yl)piperidin-4-ol). Yield: 493.5%. RXN SMILES: Br[C:2]1[CH:7]=[CH:6][C:5]([Br:8])=[CH:4][N:3]=1.[OH:9][CH:10]1[CH2:15][CH2:14][NH:13][CH2:12][CH2:11]1.C([O-])([O-])=O.[K+].[K+]>C(O)C>[Br:8][C:5]1[CH:6]=[CH:7][C:2]([N:13]2[CH2:14][CH2:15][CH:10]([OH:9])[CH2:11][CH2:12]2)=[N:3][CH:4]=1 |f:2.3.4|. Reported procedure: A mixture of 2,5-dibromopyridine (100 mg, 0.42 mmol), 4-hydroxypiperidine (49 mg, 0.46 mmol) and K2CO3 (64 mg, 0.46 mmol) in ethanol (4 mL) was heated to 110° C. for 52 h. The crude reaction mixture was concentrated under reduced pressure to dryness and the residue was treated with water. Crude product was collected by vacuum filtration and purified by flash chromatography using EtOAc/hexanes (1:4 to 2:3) to give the title compound as a white solid (533 mg, 41%). 1H NMR (400 MHz, CDCl3) δ 8.18 (... Starting materials: CCOC(=O)Cc1cccc(Oc2ccc(Cl)cc2Cl)c1N, [Na+], [OH-], O, c1ccccc1. Product: Nc1c(CC(=O)O)cccc1Oc1ccc(Cl)cc1Cl. Reaction SMILES: [NH2:1][c:2]1[c:3]([CH2:17][C:18](=[O:19])[O:20][CH2:21][CH3:22])[cH:4][cH:5][cH:6][c:7]1[O:8][c:9]1[c:10]([Cl:16])[cH:11][c:12]([Cl:15])[cH:13][cH:14]1.[Na+:24].[OH-:23].[OH2:25].[cH:26]1[cH:27][cH:28][cH:29][cH:30][cH:31]1>>[NH2:1][c:2]1[c:3]([CH2:17][C:18](=[O:19])[OH:20])[cH:4][cH:5][cH:6][c:7]1[O:8][c:9]1[c:10]([Cl:16])[cH:11][c:12]([Cl:15])[cH:13][cH:14]1.